Dataset: the Open Reaction Database (ORD), a public repository of structured organic reaction records. Task: describe an organic reaction: reactants, conditions, products, and yield Starting materials: COC=1C=C(C=CC1)/C(=C/C=C/C(=O)O)/CCCC ((E,E)-5-(3-methoxyphenyl)-2,4-nonadienoic acid), [N+](=O)([O-])C1=CC=C(C=C1)O (4-nitrophenol), C1(CCCCC1)N=C=NC1CCCCC1 (1,3-dicyclohexylcarbodiimide). Solvent: ClCCl (dichloromethane). Conditions: time 3 day. Yields the product [N+](=O)([O-])C1=CC=C(C=C1)OC(\C=C\C=C(/CCCC)\C1=CC(=CC=C1)OC)=O ((E,E)-5-(3-methoxyphenyl)-2,4-nonadienoic acid 4-nitrophenyl ester). RXN SMILES: [CH3:1][O:2][C:3]1[CH:4]=[C:5](/[C:9](/[CH2:16][CH2:17][CH2:18][CH3:19])=[CH:10]/[CH:11]=[CH:12]/[C:13]([OH:15])=[O:14])[CH:6]=[CH:7][CH:8]=1.[N+:20]([C:23]1[CH:28]=[CH:27][C:26](O)=[CH:25][CH:24]=1)([O-:22])=[O:21].C1(N=C=NC2CCCCC2)CCCCC1>ClCCl>[N+:20]([C:23]1[CH:28]=[CH:27][C:26]([O:14][C:13](=[O:15])/[CH:12]=[CH:11]/[CH:10]=[C:9](/[C:5]2[CH:6]=[CH:7][CH:8]=[C:3]([O:2][CH3:1])[CH:4]=2)\[CH2:16][CH2:17][CH2:18][CH3:19])=[CH:25][CH:24]=1)([O-:22])=[O:21]. Procedure details: As in Example 115, (E,E)-5-(3-methoxyphenyl)-2,4-nonadienoic acid (4.48 g) and 4-nitrophenol (2.97 g) in 25 mL of dichloromethane was treated with 1,3-dicyclohexylcarbodiimide (3 59 g). The mixture was stirred at room temperature for 3 days and after the normal work up. the crude product was crystallized from 2-propanol yield 5.6 g of (E,E)-5-(3-methoxyphenyl)-2,4-nonadienoic acid 4-nitrophenyl ester, mp 81.5°-83° C. Anal. Calcd for C22H23NO5 : C, 69.29; H, 6.08; N, 3.67. Found: C, 68.89; H, 6.0... Reactants: CC(C)c1cc(Br)c(O)c(C(C)C)c1, CC(C)=O, CCCI, [K+], [K+], O=C([O-])[O-]. The product is CCCOc1c(Br)cc(C(C)C)cc1C(C)C. RXN SMILES: [Br:1][c:2]1[c:3]([OH:14])[c:4]([CH:11]([CH3:12])[CH3:13])[cH:5][c:6]([CH:8]([CH3:9])[CH3:10])[cH:7]1.[CH3:25][C:26](=[O:27])[CH3:28].[I:15][CH2:16][CH2:17][CH3:18].[K+:19].[K+:20].[O-:21][C:22]([O-:23])=[O:24]>>[Br:1][c:2]1[c:3]([O:14][CH2:16][CH2:17][CH3:18])[c:4]([CH:11]([CH3:12])[CH3:13])[cH:5][c:6]([CH:8]([CH3:9])[CH3:10])[cH:7]1. The reactants are [S-]C#N.[K+] (potassium thiocyanate), O (water), CCOCC (ether), BrCCCCCCCC (1-bromooctane). Solvent: CN(C=O)C (dimethylformamide). Run at time 1.5 hour. Yields the product C(CCCCCCC)SC#N (octylthiocyanate). As a reaction SMILES: [S-:1][C:2]#[N:3].[K+].Br[CH2:6][CH2:7][CH2:8][CH2:9][CH2:10][CH2:11][CH2:12][CH3:13].O.CCOCC>CN(C)C=O>[CH2:6]([S:1][C:2]#[N:3])[CH2:7][CH2:8][CH2:9][CH2:10][CH2:11][CH2:12][CH3:13] |f:0.1|. Procedure details: To a mixture of potassium thiocyanate (5.07 g, 51.7 mmol) in 30 ml of dimethylformamide (DMF) is added 1-bromooctane (5.0 g, 4.5 ml, 25.8 mmol). The mixture is stirred at 45° for 1.5 hours. It is then cooled to 0° and water and ether are added. The ether layer is washed with water and brine and stripped to give octylthiocyanate. The product is C[Si](O[C@H]1[C@@H](COC1)N)(C)C ((3R,4S)-4-Trimethylsilyloxytetrahydrofuran-3-amine), oil. The reagents and catalysts are CC(C)(C)C1=C/C(=C\N[C@H]2CCCC[C@@H]2N/C=C\3/C=C(C=C(C3=O)C(C)(C)C)C(C)(C)C)/C(=O)C(=C1)C(C)(C)C.[Co] ((1S,2S)-(+)-1,2-cyclohexanediamino-N,N′-bis(3,5-di-t-butylsalicylidene)cobalt (II)). Procedure: The title compound is prepared by essentially following the procedure described in Preparation 31 using [(3S,4R)-4-azidotetrahydrofuran-3-yl]oxy-trimethyl-silane (9.34 g, 46.4 mmol; prepared in opposing stereochemical configuration compared to the procedure found in Jacobsen, E. N.; Larrow, J. F.; Schaus, S. E. J. Org. Chem. 1997, 62, 4197-4199; except using commercially available (1S,2S)-(+)-1,2-cyclohexanediamino-N,N′-bis(3,5-di-t-butylsalicylidene)cobalt (II) as catalyst) to provide a colorle... As a reaction SMILES: [N:1]([C@@H:4]1[CH2:8][O:7][CH2:6][C@H:5]1[O:9][Si:10]([CH3:13])([CH3:12])[CH3:11])=[N+]=[N-]>CC(C1C=C(C(C)(C)C)C(=O)/C(=C/N[C@@H]2[C@@H](N/C=C3/C=C(C(C)(C)C)C=C(C(C)(C)C)C/3=O)CCCC2)/C=1)(C)C.[Co]>[CH3:11][Si:10]([CH3:13])([CH3:12])[O:9][C@@H:5]1[CH2:6][O:7][CH2:8][C@H:4]1[NH2:1] |f:1.2|. Reactants: N(=[N+]=[N-])[C@H]1[C@@H](COC1)O[Si](C)(C)C ([(3S,4R)-4-azidotetrahydrofuran-3-yl]oxy-trimethyl-silane). Isolated yield 93.0%. Starting materials: C(CCC)C1=NC=2N(C(=C1)CCCC)N=CC2 (5,7-di-n-butylpyrazolo[1,5-a]-pyrimidine), BrN1C(CCC1=O)=O (N-bromosuccinimide), [OH-].[Na+] (NaOH), ice water. Run in C(Cl)(Cl)Cl (chloroform). Run at time 7.5 minute. Yields the product BrC=1C=NN2C1N=C(C=C2CCCC)CCCC (3-Bromo-5,7-di-n-butylpyrazolo[1,5-a]pyrimidine). The yield is 76.8%. As a reaction SMILES: [CH2:1]([C:5]1[CH:10]=[C:9]([CH2:11][CH2:12][CH2:13][CH3:14])[N:8]2[N:15]=[CH:16][CH:17]=[C:7]2[N:6]=1)[CH2:2][CH2:3][CH3:4].[Br:18]N1C(=O)CCC1=O.[OH-].[Na+]>C(Cl)(Cl)Cl>[Br:18][C:17]1[CH:16]=[N:15][N:8]2[C:9]([CH2:11][CH2:12][CH2:13][CH3:14])=[CH:10][C:5]([CH2:1][CH2:2][CH2:3][CH3:4])=[N:6][C:7]=12 |f:2.3|. Procedure details: A solution of 7.0 g (0.03 mol) of 5,7-di-n-butylpyrazolo[1,5-a]-pyrimidine in 75 ml chloroform was treated with 5.8 g (0.035 mol) of N-bromosuccinimide at room temperature. The mixture was stirred for 5-10 minutes, then poured into ice water, made alkaline with 6N NaOH, and the organic layer separated and dried (Na2SO4). The chloroform solution was chromatographed on neutral alumina (Woelm, grade I) with chloroform as the eluant. Evaporation of the solvent and recrystallization from ligroine gav... Reactants: COC=1C=C(C=CC1OC)/C(/C#N)=C/C1=CC=C(C=C1)O ((Z)-2-(3,4-dimethoxyphenyl)-3-(4-hydroxyphenyl)acrylonitrile), [Cl-].C(C)OC(CCC(=O)O)=O (succinic acid monoethyl ester chloride). Solvent: N1=CC=CC=C1 (pyridine). Yields the product C(CCC(=O)OCC)(=O)OC1=CC=C(C=C1)\C=C(\C1=CC(=C(C=C1)OC)OC)/C#N (4-[(Z)-2-cyano-2-(3,4-dimethoxy-phenyl)-vinyl]-phenyl ethyl succinate). Isolated yield 90.0%. RXN SMILES: [CH3:1][O:2][C:3]1[CH:4]=[C:5](/[C:11](=[CH:14]/[C:15]2[CH:20]=[CH:19][C:18]([OH:21])=[CH:17][CH:16]=2)/[C:12]#[N:13])[CH:6]=[CH:7][C:8]=1[O:9][CH3:10].[Cl-].[CH2:23]([O:25][C:26](=[O:32])[CH2:27][CH2:28][C:29](O)=[O:30])[CH3:24]>N1C=CC=CC=1>[C:29]([O:21][C:18]1[CH:17]=[CH:16][C:15](/[CH:14]=[C:11](\[C:12]#[N:13])/[C:5]2[CH:6]=[CH:7][C:8]([O:9][CH3:10])=[C:3]([O:2][CH3:1])[CH:4]=2)=[CH:20][CH:19]=1)(=[O:30])[CH2:28][CH2:27][C:26]([O:25][CH2:23][CH3:24])=[O:32] |f:1.2|. Procedure details: Compound 1 (50 mg) and succinic acid monoethyl ester chloride (51 μL) were dissolved in pyridine (1 mL), followed by stirring for a whole day and night. After completion of reaction, the resultant reaction mixture was concentrated to dryness under reduced pressure, followed by purification by means of silica gel chromatography employing a chloroform/methanol system, to thereby produce the target product (73 mg, yield: 90%). Reactants: FC1=CC(=C(C=N1)N)I (6-fluoro-4-iodopyridin-3-amine), C(=O)(C(F)(F)F)O (TFA), COCCCl (2-chloroethyl methyl ether), [OH-].[K+] (potassium hydroxide), [F-].[K+] (potassium fluoride). Reagents/catalysts: [I-].C(CCC)[N+](CCCC)(CCCC)CCCC (tetrabutylammonium iodide). Solvent: O1CCOCC1 (1,4-dioxane). Conditions: temperature 100 celsius. Product: FC1=CC(=C(C=N1)NCCOC)I (6-Fluoro-4-iodo-N-(2-methoxyethyl)pyridin-3-amine). Yield: 20.0%. RXN SMILES: [F:1][C:2]1[N:7]=[CH:6][C:5]([NH2:8])=[C:4]([I:9])[CH:3]=1.C(O)(C(F)(F)F)=O.[CH3:17][O:18][CH2:19][CH2:20]Cl.[OH-].[K+].[F-].[K+]>[I-].C([N+](CCCC)(CCCC)CCCC)CCC.O1CCOCC1>[F:1][C:2]1[N:7]=[CH:6][C:5]([NH:8][CH2:20][CH2:19][O:18][CH3:17])=[C:4]([I:9])[CH:3]=1 |f:3.4,5.6,7.8|. Procedure: Mix 6-fluoro-4-iodopyridin-3-amine in TFA salt (0.36 g, 1.50 mmol), 2-chloroethyl methyl ether (0.31 g, 3.30 mmol), potassium hydroxide (0.19 g, 3.30 mmol), potassium fluoride (0.19 g, 3.30 mmol), and tetrabutylammonium iodide (0.11 g, 0.30 mmol) in 1,4-dioxane (1.5 mL) in a seal reactor. Heat the reaction mixture at 100° C. overnight. Cool the reaction mixture to RT. Quench with water. Extract with ethyl acetate, wash the organic layer with water and saturated aqueous sodium chloride. Dry over ... The reactants are [OH-].[K+] (KOH), C(C)(=O)O[BH-](OC(C)=O)OC(C)=O.[Na+] (sodium triacetoxyborohydride), COC=1C=C2C=CC=NC2=C(C1)N1CCNCC1 (6-methoxy-8-(1-piperazinyl)quinoline), FC1=C2C=CC=NC2=C(C=C1)N1CCC(CC1)=O (1-(5-fluoroquinolin-8-yl)piperidin-4-one). Solvent: C1(=CC=CC=C1)C (Toluene), C1(=CC=CC=C1)C (toluene). Conditions: temperature 30 celsius, time 2.5 hour. Product: FC1=C2C=CC=NC2=C(C=C1)N1CCC(CC1)N1CCN(CC1)C=1C=C(C=C2C=CC=NC12)OC (5-fluoro-8-{4-[4-(6-methoxyquinolin-8-yl)piperazin-1-yl]piperidin-1-yl}quinoline). RXN SMILES: C(O[BH-](OC(=O)C)OC(=O)C)(=O)C.[Na+].[CH3:15][O:16][C:17]1[CH:18]=[C:19]2[C:24](=[C:25]([N:27]3[CH2:32][CH2:31][NH:30][CH2:29][CH2:28]3)[CH:26]=1)[N:23]=[CH:22][CH:21]=[CH:20]2.[F:33][C:34]1[CH:43]=[CH:42][C:41]([N:44]2[CH2:49][CH2:48][C:47](=O)[CH2:46][CH2:45]2)=[C:40]2[C:35]=1[CH:36]=[CH:37][CH:38]=[N:39]2.[OH-].[K+]>C1(C)C=CC=CC=1>[F:33][C:34]1[CH:43]=[CH:42][C:41]([N:44]2[CH2:49][CH2:48][CH:47]([N:30]3[CH2:29][CH2:28][N:27]([C:25]4[CH:26]=[C:17]([O:16][CH3:15])[CH:18]=[C:19]5[C:24]=4[N:23]=[CH:22][CH:21]=[CH:20]5)[CH2:32][CH2:31]3)[CH2:46][CH2:45]2)=[C:40]2[C:35]=1[CH:36]=[CH:37][CH:38]=[N:39]2 |f:0.1,4.5|. Reported procedure: Toluene (118 g), sodium triacetoxyborohydride (44.5 g) were mixed at 0° C. to room temperature. To this mixture was charged a premixed toluene solution of 6-methoxy-8-(1-piperazinyl)quinoline (Step 1, 160 g, 27.4 wt % in toluene) and 1-(5-fluoroquinolin-8-yl)piperidin-4-one (Step 3, 41 g). The resulting mixture was stirred for 2 to 3 hours at about 30° C. KOH solution (443 g 9% in water) was charged to quench the residual sodium triacetoxyborohydride. Heptane (118 g) was added to further precipi... Reactants: CC(C(=O)ON[C@@H](CSC1=C(C=CC=C1[N+](=O)[O-])C1=CC=CC=C1)C(=O)O)(C)C (N-[(2,2-dimethylpropanoyl)oxy]-S-(3-nitrobiphenyl-2-yl)-L-cysteine). Reagents/catalysts: [Pd] (Pd/C). Run in CO (MeOH). Product: NC=1C(=C(C=CC1)C1=CC=CC=C1)SC[C@H](NOC(C(C)(C)C)=O)C(=O)O (S-(3-aminobiphenyl-2-yl)-N-[(2,2-dimethylpropanoyl)oxy]-L-cysteine). The yield is 77.1%. As a reaction SMILES: [CH3:1][C:2]([CH3:29])([CH3:28])[C:3]([O:5][NH:6][C@H:7]([C:25]([OH:27])=[O:26])[CH2:8][S:9][C:10]1[C:15]([N+:16]([O-])=O)=[CH:14][CH:13]=[CH:12][C:11]=1[C:19]1[CH:24]=[CH:23][CH:22]=[CH:21][CH:20]=1)=[O:4]>[Pd].CO>[NH2:16][C:15]1[C:10]([S:9][CH2:8][C@@H:7]([C:25]([OH:27])=[O:26])[NH:6][O:5][C:3](=[O:4])[C:2]([CH3:28])([CH3:29])[CH3:1])=[C:11]([C:19]2[CH:20]=[CH:21][CH:22]=[CH:23][CH:24]=2)[CH:12]=[CH:13][CH:14]=1. Procedure: 810 mg of 38 (1.936 mmol), 69.84 mg of Pd/C (10%) and 20 mL of MeOH are hydrogenated at 5 bar for 10 hours at 20° C. in an autoclave. After filtering off the catalyst through Celite, the solvent is evaporated off and 580 mg of expected product 39 are obtained, which product is used directly in the following step.